This data is from the Open Reaction Database (ORD), a public repository of structured organic reaction records. The task is: describe an organic reaction: reactants, conditions, products, and yield The reactants are ClC1=NC=C(C(=N1)Cl)C(CC)O ((±)-1-(2,4-dichloro-pyrimidin-5-yl)-propan-1-ol), C(C)(C)N(CC)C(C)C (diisopropylethylamine), P(=O)(Br)(Br)Br (phosphorus oxybromide). The solvent is C(C)(=O)OCC (ethyl acetate). Conditions: time 15 minute. Product: BrC(CC)C=1C(=NC(=NC1)Cl)Cl ((±)-5-(1-bromopropyl)-2,4-dichloro-pyrimidine). Reaction SMILES: [Cl:1][C:2]1[N:7]=[C:6]([Cl:8])[C:5]([CH:9](O)[CH2:10][CH3:11])=[CH:4][N:3]=1.C(N(C(C)C)CC)(C)C.P(Br)(Br)([Br:24])=O>C(OCC)(=O)C>[Br:24][CH:9]([C:5]1[C:6]([Cl:8])=[N:7][C:2]([Cl:1])=[N:3][CH:4]=1)[CH2:10][CH3:11]. Reported procedure: A solution of (±)-1-(2,4-dichloro-pyrimidin-5-yl)-propan-1-ol (0.26 g; 1.26 mmol) (from Example 7a supra) in diisopropylethylamine (0.55 mL; 3.13 mmol) (Aldrich) was cooled slightly (18° C.) to help offset the exothermicity of the reaction. Neat phosphorus oxybromide (0.35 g; 1.36 mmol) (Aldrich) was added in one portion. The cooling bath was removed and reaction mixture stirred at room temperature. After 15 minutes, the reaction mixture was diluted with ice and ethyl acetate. The organic phase ... Starting materials: CCOC(=O)C(C)(C)Oc1ccc(OCCc2nc(-c3ccc(Br)cc3)oc2C)cc1, CN(C)C=O, N#C[Cu], [Cu]I. The product is CCOC(=O)C(C)(C)Oc1ccc(OCCc2nc(-c3ccc(C#N)cc3)oc2C)cc1. Reaction SMILES: [CH2:1]([CH3:2])[O:3][C:4]([C:5]([CH3:6])([CH3:7])[O:8][c:9]1[cH:10][cH:11][c:12]([O:15][CH2:16][CH2:17][c:18]2[n:19][c:20](-[c:24]3[cH:25][cH:26][c:27]([Br:30])[cH:28][cH:29]3)[o:21][c:22]2[CH3:23])[cH:13][cH:14]1)=[O:31].[CH3:35][N:36]([CH3:37])[CH:38]=[O:39].[Cu:32][C:33]#[N:34].[Cu:40][I:41]>>[CH2:1]([CH3:2])[O:3][C:4]([C:5]([CH3:6])([CH3:7])[O:8][c:9]1[cH:10][cH:11][c:12]([O:15][CH2:16][CH2:17][c:18]2[n:19][c:20](-[c:24]3[cH:25][cH:26][c:27]([C:33]#[N:34])[cH:28][cH:29]3)[o:21][c:22]2[CH3:23])[cH:13][cH:14]1)=[O:31]. Product: O1CCOC12C(CCCC2)NC(=S)NC2=CSC=C2C (1-(1,4-Dioxaspiro[4.5]dec-6-yl)-3-(4-methylthiophen-3-yl)thiourea). RXN SMILES: [N:1]([C:4]1[C:8]([CH3:9])=[CH:7][S:6][CH:5]=1)=[C:2]=[S:3].[O:10]1[C:14]2([CH2:19][CH2:18][CH2:17][CH2:16][CH:15]2[NH2:20])[O:13][CH2:12][CH2:11]1>O1CCCC1>[O:10]1[C:14]2([CH2:19][CH2:18][CH2:17][CH2:16][CH:15]2[NH:20][C:2]([NH:1][C:4]2[C:8]([CH3:9])=[CH:7][S:6][CH:5]=2)=[S:3])[O:13][CH2:12][CH2:11]1. Run at time 2 hour. Solvent: O1CCCC1 (tetrahydrofuran), O1CCCC1 (tetrahydrofuran). Starting materials: N(=C=S)C1=CSC=C1C (3-isothiocyanato-4-methylthiophene), O1CCOC12C(CCCC2)N (1,4-dioxaspiro[4.5]dec-6-ylamine). Procedure details: A solution of 3-isothiocyanato-4-methylthiophene (296.2 mg, see example 1a) in absolute tetrahydrofuran (10 ml) was added dropwise to a solution of 1,4-dioxaspiro[4.5]dec-6-ylamine (300 mg) in absolute tetrahydrofuran (10 ml), the mixture was stirred at room temperature for 2 hours and the solvent was then removed under reduced pressure. The residue was purified by preparative chromatography and the product-containing fractions were combined, freed from acetonitrile, made basic and extracted thr... Reactants: B(OC(C)C)(OC(C)C)OC(C)C (triisopropyl borate), C(C1=CC=CC=C1)OC=1C=C(C=CC1)Br (3-benzyloxybromobenzene), C(CCC)[Li] (n-butyllithium), formula IV, B(O)O (boronic acid), Cl (hydrochloric acid). Solvent: C1CCOC1 (THF). Run at temperature -78 celsius, time 30 minute. The product is C(C1=CC=CC=C1)OC=1C=C(C=CC1)B(O)O (3-benzyloxybenzene boronic acid). RXN SMILES: [CH2:1]([O:8][C:9]1[CH:10]=[C:11](Br)[CH:12]=[CH:13][CH:14]=1)[C:2]1[CH:7]=[CH:6][CH:5]=[CH:4][CH:3]=1.[BH:16]([OH:18])[OH:17].C([Li])CCC.B(OC(C)C)(OC(C)C)OC(C)C.Cl>C1COCC1>[CH2:1]([O:8][C:9]1[CH:10]=[C:11]([B:16]([OH:18])[OH:17])[CH:12]=[CH:13][CH:14]=1)[C:2]1[CH:7]=[CH:6][CH:5]=[CH:4][CH:3]=1. Procedure details: The 3-benzyloxybromobenzene of formula IV is converted to the boronic acid derivative by dissolving in THF and adding one equivalent of n-butyllithium at -78° C. After stirring at -78° C. for approximately 30 minutes, one equivalent of triisopropyl borate is added and the reaction is slowly warmed to room temperature, followed by acidification with aqueous hydrochloric acid to give a 3-benzyloxybenzene boronic acid compound of formula V. ##STR7##